From a dataset of the Open Reaction Database (ORD), a public repository of structured organic reaction records. describe an organic reaction: reactants, conditions, products, and yield Reactants: CC(C)c1ccc(N)c(Br)c1, OB(O)C1=CCCCC1, O=C([O-])[O-], C1COCCO1, CCOC(C)=O, [Na+], [Na+], c1ccc(P(c2ccccc2)(c2ccccc2)[Pd](P(c2ccccc2)(c2ccccc2)c2ccccc2)(P(c2ccccc2)(c2ccccc2)c2ccccc2)P(c2ccccc2)(c2ccccc2)c2ccccc2)cc1. The product is CC(C)c1ccc(N)c(C2=CCCCC2)c1. Reaction SMILES: [Br:1][c:2]1[c:3]([NH2:11])[cH:4][cH:5][c:6]([CH:8]([CH3:9])[CH3:10])[cH:7]1.[C:12]1([B:18]([OH:19])[OH:20])=[CH:13][CH2:14][CH2:15][CH2:16][CH2:17]1.[C:21](=[O:22])([O-:23])[O-:24].[CH2:33]1[O:34][CH2:35][CH2:36][O:37][CH2:38]1.[CH3:27][CH2:28][O:29][C:30]([CH3:31])=[O:32].[Na+:25].[Na+:26].[cH:39]1[cH:40][cH:41][c:42]([P:43]([Pd:44]([P:45]([c:46]2[cH:47][cH:48][cH:49][cH:50][cH:51]2)([c:52]2[cH:53][cH:54][cH:55][cH:56][cH:57]2)[c:58]2[cH:59][cH:60][cH:61][cH:62][cH:63]2)([P:64]([c:65]2[cH:66][cH:67][cH:68][cH:69][cH:70]2)([c:71]2[cH:72][cH:73][cH:74][cH:75][cH:76]2)[c:77]2[cH:78][cH:79][cH:80][cH:81][cH:82]2)[P:83]([c:84]2[cH:85][cH:86][cH:87][cH:88][cH:89]2)([c:90]2[cH:91][cH:92][cH:93][cH:94][cH:95]2)[c:96]2[cH:97][cH:98][cH:99][cH:100][cH:101]2)([c:102]2[cH:103][cH:104][cH:105][cH:106][cH:107]2)[c:108]2[cH:109][cH:110][cH:111][cH:112][cH:113]2)[cH:114][cH:115]1>>[c:2]1([C:12]2=[CH:13][CH2:14][CH2:15][CH2:16][CH2:17]2)[c:3]([NH2:11])[cH:4][cH:5][c:6]([CH:8]([CH3:9])[CH3:10])[cH:7]1. Starting materials: S([O-])(O)(=O)=O.C1(=CC=CC=C1)C1=[O+]C(=CC(=C1)C1=CC=CC=C1)C1=CC=CC=C1 (2,4,6-triphenylpyrylium bisulfate), C(CCCCCCCCCCCCC)C1=CC=C(N)C=C1 (p-tetradecylaniline), NC1=CC=CC=C1 (aniline). Run in C(C)O (ethanol). Reaction conditions: temperature 90 celsius. The product is S([O-])(O)(=O)=O.C(CCCCCCCCCCCCC)C1=CC=C(C=C1)[N+]1=C(C=C(C=C1C1=CC=CC=C1)C1=CC=CC=C1)C1=CC=CC=C1 (N-(p-tetradecylphenyl)-2,4,6-triphenylpyridinium bisulfate). Isolated yield 21.0%. Reaction SMILES: [S:1](=[O:5])(=[O:4])([OH:3])[O-:2].[C:6]1([C:12]2[CH:17]=[C:16]([C:18]3[CH:23]=[CH:22][CH:21]=[CH:20][CH:19]=3)[CH:15]=[C:14]([C:24]3[CH:29]=[CH:28][CH:27]=[CH:26][CH:25]=3)[O+]=2)[CH:11]=[CH:10][CH:9]=[CH:8][CH:7]=1.[CH2:30]([C:44]1[CH:50]=[CH:49][C:47]([NH2:48])=[CH:46][CH:45]=1)[CH2:31][CH2:32][CH2:33][CH2:34][CH2:35][CH2:36][CH2:37][CH2:38][CH2:39][CH2:40][CH2:41][CH2:42][CH3:43].NC1C=CC=CC=1>C(O)C>[S:1](=[O:3])(=[O:2])([OH:5])[O-:4].[CH2:30]([C:44]1[CH:45]=[CH:46][C:47]([N+:48]2[C:12]([C:6]3[CH:11]=[CH:10][CH:9]=[CH:8][CH:7]=3)=[CH:17][C:16]([C:18]3[CH:23]=[CH:22][CH:21]=[CH:20][CH:19]=3)=[CH:15][C:14]=2[C:24]2[CH:29]=[CH:28][CH:27]=[CH:26][CH:25]=2)=[CH:49][CH:50]=1)[CH2:31][CH2:32][CH2:33][CH2:34][CH2:35][CH2:36][CH2:37][CH2:38][CH2:39][CH2:40][CH2:41][CH2:42][CH3:43] |f:0.1,5.6|. Reported procedure: In a 500-ml round-bottom flask is placed 2.03 g (0.005 mole) of 2,4,6-triphenylpyrylium bisulfate. To this is added 150 ml of ethanol followed by 2.90 g (0.01 mole) of p-tetradecylaniline. This mixture is heated at 90° C. for about 8 hours and then allowed to cool. Upon cooling some of the starting aniline separates and is removed by filtration. The ethanol is then removed to give a yellow waxy substance which is rinsed with ether to remove any excess pyrylium. The resulting product is then diss... The reactants are ClC1=C(C(=CC(=C1)OCC1=CC=CC=C1)Cl)OCC1CCN(CC1)C1=NC=C(C=C1)C(F)(F)F (1,3-dichloro-5-(phenylmethoxy)-2-({1-[5-(trifluoromethyl)(2-pyridyl)](4-piperidyl)}methoxy)benzene), [H][H] (hydrogen). Reagents/catalysts: [Pd] (palladium on carbon). Run in C(C)(=O)OCC (ethyl acetate), C(C)O (ethanol). The product is ClC=1C=C(C=C(C1OCC1CCN(CC1)C1=NC=C(C=C1)C(F)(F)F)Cl)O (3,5-dichloro-4-({1-[5-(trifluoromethyl)(2-pyridyl)](4-piperidyl)}methoxy)phenol). RXN SMILES: [Cl:1][C:2]1[CH:7]=[C:6]([O:8]CC2C=CC=CC=2)[CH:5]=[C:4]([Cl:16])[C:3]=1[O:17][CH2:18][CH:19]1[CH2:24][CH2:23][N:22]([C:25]2[CH:30]=[CH:29][C:28]([C:31]([F:34])([F:33])[F:32])=[CH:27][N:26]=2)[CH2:21][CH2:20]1.[H][H]>[Pd].C(OCC)(=O)C.C(O)C>[Cl:16][C:4]1[CH:5]=[C:6]([OH:8])[CH:7]=[C:2]([Cl:1])[C:3]=1[O:17][CH2:18][CH:19]1[CH2:24][CH2:23][N:22]([C:25]2[CH:30]=[CH:29][C:28]([C:31]([F:34])([F:33])[F:32])=[CH:27][N:26]=2)[CH2:21][CH2:20]1. Procedure: This compound was prepared in a manner analogous to that of Example 1 Step B, by the treatment of 2.5 grams (0.0049 mole) of 1,3-dichloro-5-(phenylmethoxy)-2-({1-[5-(trifluoromethyl)(2-pyridyl)](4-piperidyl)}methoxy)benzene with hydrogen gas in the presence of 0.3 gram (catalyst) of 10% palladium on carbon in 25 mL of ethyl acetate and 50 mL of ethanol using a Parr hydrogenation apparatus. The yield of the subject compound was 2.0 grams. The NMR spectrum was consistent with the proposed structur... Reactants: CCOCCOc1ccc(OB([O-])[O-])cc1, CCCN1CCC(C(=O)Nc2ccc(CN(C)C3CCOCC3)cc2)=Cc2cc(Br)ccc21, O=C([O-])[O-], CCO, CCOC(C)=O, [K+], [K+], O, Cc1ccccc1. Yields the product CCCN1CCC(C(=O)Nc2ccc(CN(C)C3CCOCC3)cc2)=Cc2cc(-c3ccc(OCCOCC)cc3)ccc21. As a reaction SMILES: [B:1]([O-:2])([O-:15])[O:16][c:3]1[cH:4][cH:5][c:6]([O:9][CH2:10][CH2:11][O:12][CH2:13][CH3:14])[cH:7][cH:8]1.[Br:17][c:18]1[cH:19][cH:20][c:21]2[c:22]([cH:49]1)[CH:23]=[C:24]([C:31](=[O:32])[NH:33][c:34]1[cH:35][cH:36][c:37]([CH2:40][N:41]([CH:42]3[CH2:43][CH2:44][O:45][CH2:46][CH2:47]3)[CH3:48])[cH:38][cH:39]1)[CH2:25][CH2:26][N:27]2[CH2:28][CH2:29][CH3:30].[C:50](=[O:51])([O-:52])[O-:53].[CH2:63]([OH:64])[CH3:65].[CH3:67][CH2:68][O:69][C:70](=[O:71])[CH3:72].[K+:54].[K+:55].[OH2:66].[c:56]1([CH3:57])[cH:58][cH:59][cH:60][cH:61][cH:62]1>>[c:3]1(-[c:18]2[cH:19][cH:20][c:21]3[c:22]([cH:49]2)[CH:23]=[C:24]([C:31](=[O:32])[NH:33][c:34]2[cH:35][cH:36][c:37]([CH2:40][N:41]([CH:42]4[CH2:43][CH2:44][O:45][CH2:46][CH2:47]4)[CH3:48])[cH:38][cH:39]2)[CH2:25][CH2:26][N:27]3[CH2:28][CH2:29][CH3:30])[cH:4][cH:5][c:6]([O:9][CH2:10][CH2:11][O:12][CH2:13][CH3:14])[cH:7][cH:8]1. Reactants: O (Water), C(C)(C)(C)OC(C(C)(C)SC=1SC=C(N1)CCN(S(=O)(=O)C1=C(C=CC=C1)[N+](=O)[O-])C1=CC=C(C=C1)Cl)=O (2-{[4-(2-{(4-chlorophenyl)[(2-nitrophenyl)sulfonyl]amino}ethyl)-1,3-thiazol-2-yl]thio}-2-methylpropionic acid tert-butyl ester), C1(=CC=CC=C1)S (thiophenol), C([O-])([O-])=O.[K+].[K+] (potassium carbonate). Solvent: CN(C=O)C (N,N-dimethylformamide). Reaction conditions: time 12 hour. Product: C(C)(C)(C)OC(C(C)(C)SC=1SC=C(N1)CCNC1=CC=C(C=C1)Cl)=O (2-[(4-{2-[(4-chlorophenyl)amino]ethyl}-1,3-thiazol-2-yl)thio]-2-methylpropionic acid tert-butyl ester). Yield: 62.8%. As a reaction SMILES: [C:1]([O:5][C:6](=[O:38])[C:7]([S:10][C:11]1[S:12][CH:13]=[C:14]([CH2:16][CH2:17][N:18]([C:31]2[CH:36]=[CH:35][C:34]([Cl:37])=[CH:33][CH:32]=2)S(C2C=CC=CC=2[N+]([O-])=O)(=O)=O)[N:15]=1)([CH3:9])[CH3:8])([CH3:4])([CH3:3])[CH3:2].C1(S)C=CC=CC=1.C(=O)([O-])[O-].[K+].[K+].O>CN(C)C=O>[C:1]([O:5][C:6](=[O:38])[C:7]([S:10][C:11]1[S:12][CH:13]=[C:14]([CH2:16][CH2:17][NH:18][C:31]2[CH:32]=[CH:33][C:34]([Cl:37])=[CH:35][CH:36]=2)[N:15]=1)([CH3:9])[CH3:8])([CH3:2])([CH3:3])[CH3:4] |f:2.3.4|. Procedure: 2-{[4-(2-{(4-Chlorophenyl)[(2-nitrophenyl)sulfonyl]amino}ethyl)-1,3-thiazol-2-yl]thio}-2-methylpropionic acid tert-butyl ester (1.2 g) synthesized in Example 286-1 and thiophenol (0.26 mL) were dissolved in N,N-dimethylformamide (12 mL), potassium carbonate (0.88 g) was added, and the mixture was stirred at room temperature for 12 hr. Water was added to the reaction mixture, and the mixture was extracted with ethyl acetate. The organic layer was washed with saturated brine and dried over anhydro... Starting materials: C(\C=C\C(=O)O)(=O)O (Fumaric acid), C(CC)NC(=S)C1=CC=2N(C3=CC=CC=C3SC2C=C1)C(CN1CCCC1)C (N-propyl-10-[1-(1-pyrrolidinyl)-2-propyl]-2-phenothiazinecarbothioamide). The solvent is C(C)O (ethanol), O (water). Conditions: temperature 20 celsius, time 16 hour. Yields the product C(CC)NC(=O)C1=CC=2N(C3=CC=CC=C3SC2C=C1)C(CN1CCCC1)C (N-propyl-10-[1-(1-pyrrolidinyl)-2-propyl]-2-phenothiazinecarboxamide). As a reaction SMILES: C(O)(=O)/C=C/C(O)=[O:5].[CH2:9]([NH:12][C:13]([C:15]1[CH:28]=[CH:27][C:26]2[S:25][C:24]3[C:19](=[CH:20][CH:21]=[CH:22][CH:23]=3)[N:18]([CH:29]([CH3:36])[CH2:30][N:31]3[CH2:35][CH2:34][CH2:33][CH2:32]3)[C:17]=2[CH:16]=1)=S)[CH2:10][CH3:11]>C(O)C.O>[CH2:9]([NH:12][C:13]([C:15]1[CH:28]=[CH:27][C:26]2[S:25][C:24]3[C:19](=[CH:20][CH:21]=[CH:22][CH:23]=3)[N:18]([CH:29]([CH3:36])[CH2:30][N:31]3[CH2:35][CH2:34][CH2:33][CH2:32]3)[C:17]=2[CH:16]=1)=[O:5])[CH2:10][CH3:11]. Procedure details: Fumaric acid (2.7 g) is added to a solution of N-propyl-10-[1-(1-pyrrolidinyl)-2-propyl]-2-phenothiazinecarbothioamide, L series (9.5 g) in ethanol (100 cc). The solution obtained is concentrated to dryness under reduced pressure (30 mm Hg; 4 kPa) at 40° C. The merigue-like yellow residue is taken up with acetic acid (200 cc). Mercuric acetate (7.3 g) is added to the solution obtained, and the mixture is stirred for 16 hours at a temperature in the region of 20° C. The black suspension obtained ...